describe an organic reaction: reactants, conditions, products, and yield From a dataset of the Open Reaction Database (ORD), a public repository of structured organic reaction records. The reactants are BrCCC=C(C=1C=NC=CC1)C1=CC(=CC=C1)OC (4-bromo-1-(3-methoxyphenyl)-1-(3-pyridinyl)-1-butene), ClC1=CC=C(C=C1)C1(CCNCC1)O (4-(4-chlorophenyl)-4-hydroxypiperidine), C([O-])([O-])=O.[K+].[K+] (potassium carbonate), [I-].[K+] (potassium iodide). Solvent: C(C)(=O)OCC (ethyl acetate), O (Water), CN(C)C=O (DMF). Conditions: time 12 hour. Yields the product ClC1=CC=C(C=C1)C1(CCN(CC1)CCC=C(C=1C=NC=CC1)C1=CC(=CC=C1)OC)O (4-(4-Chlorophenyl)-1-[4-(3-methoxyphenyl)-4-(3-pyridinyl)-3-butenyl]piperidin-4-ol). As a reaction SMILES: Br[CH2:2][CH2:3][CH:4]=[C:5]([C:12]1[CH:17]=[CH:16][CH:15]=[C:14]([O:18][CH3:19])[CH:13]=1)[C:6]1[CH:7]=[N:8][CH:9]=[CH:10][CH:11]=1.[Cl:20][C:21]1[CH:26]=[CH:25][C:24]([C:27]2([OH:33])[CH2:32][CH2:31][NH:30][CH2:29][CH2:28]2)=[CH:23][CH:22]=1.C(=O)([O-])[O-].[K+].[K+].[I-].[K+]>CN(C=O)C.C(OCC)(=O)C.O>[Cl:20][C:21]1[CH:26]=[CH:25][C:24]([C:27]2([OH:33])[CH2:28][CH2:29][N:30]([CH2:2][CH2:3][CH:4]=[C:5]([C:12]3[CH:17]=[CH:16][CH:15]=[C:14]([O:18][CH3:19])[CH:13]=3)[C:6]3[CH:7]=[N:8][CH:9]=[CH:10][CH:11]=3)[CH2:31][CH2:32]2)=[CH:23][CH:22]=1 |f:2.3.4,5.6|. Procedure: To a solution the product of step 2 (500 mg) in DMF (20 ml) were added 4-(4-chlorophenyl)-4-hydroxypiperidine (500 mg), potassium carbonate (430 mg), potassium iodide (130 mg) and the mixture was stirred at room temperature for 12 hours. Water and ethyl acetate were added to the reaction mixture, the organic layer was separated and washed with saturated aqueous sodium chloride, and dried with magnesium sulfate. The solvent was distilled off under reduced pressure. The residue was purified by sil... Starting materials: N1=C(C=CC=C1)NC[C@H](C)O ((S)-N-(2-pyridinyl)-1-amino-2-propanol), C(C)(C)N(CC)C(C)C (diisopropylethylamine), C([O-])(O)=O.[Na+] (sodium bicarbonate), S(=O)(Cl)Cl (Thionyl chloride). Solvent: ClCCl (dichloromethane), ClCCl (dichloromethane). Yields the product C[C@H]1CN(S(O1)=O)C1=NC=CC=C1 ((5S)-4,5-Dihydro-5-methyl-3-(2-pyridyl)-3H-[1,2,3]oxathiazole-2-oxide). Isolated yield 115.9%. RXN SMILES: [S:1](Cl)(Cl)=[O:2].[N:5]1[CH:10]=[CH:9][CH:8]=[CH:7][C:6]=1[NH:11][CH2:12][C@@H:13]([OH:15])[CH3:14].C(N(C(C)C)CC)(C)C.C(=O)(O)[O-].[Na+]>ClCCl>[CH3:14][C@@H:13]1[O:15][S:1](=[O:2])[N:11]([C:6]2[CH:7]=[CH:8][CH:9]=[CH:10][N:5]=2)[CH2:12]1 |f:3.4|. Procedure details: Thionyl chloride (8.8 ml, 14.35 g 0.12M) in dichloromethane (20 ml) was added dropwise to a cooled stirred solution of (S)-N-(2-pyridinyl)-1-amino-2-propanol (18.28 g, 0.12M) in dichloromethane (180 ml) and diisopropylethylamine (31 g, 0.24M) keeping the temperature below 5° C. After stirring at 0° for 1 h a solution of saturated sodium bicarbonate solution was added keeping the temperature below 5° C. The organic layer was separated, dried (Na2SO4) and concentrated to give 27.6 g of a yellow oi... Reactants: C1CCOC1, CC(C)(C)[O-], CI, c1cnc2[nH]cc(-c3ccnc(NC4CCCCC4)n3)c2c1, [K+]. Yields the product Cn1cc(-c2ccnc(NC3CCCCC3)n2)c2cccnc21. As a reaction SMILES: [CH2:31]1[O:32][CH2:33][CH2:34][CH2:35]1.[CH3:23][C:24]([CH3:25])([O-:26])[CH3:27].[CH3:29][I:30].[CH:1]1([NH:7][c:8]2[n:9][cH:10][cH:11][c:12](-[c:14]3[cH:15][nH:16][c:17]4[n:18][cH:19][cH:20][cH:21][c:22]34)[n:13]2)[CH2:2][CH2:3][CH2:4][CH2:5][CH2:6]1.[K+:28]>>[CH:1]1([NH:7][c:8]2[n:9][cH:10][cH:11][c:12](-[c:14]3[cH:15][n:16]([CH3:23])[c:17]4[n:18][cH:19][cH:20][cH:21][c:22]34)[n:13]2)[CH2:2][CH2:3][CH2:4][CH2:5][CH2:6]1. The product is CCC(CC)Oc1cc(C)nc2c1COCN2c1c(C)cc(C)cc1C. As a reaction SMILES: [CH2:1]([CH3:2])[CH:3]([CH2:4][CH3:5])[O:6][c:7]1[c:8]([CH2:24][OH:25])[c:9]([NH:14][c:15]2[c:16]([CH3:23])[cH:17][c:18]([CH3:22])[cH:19][c:20]2[CH3:21])[n:10][c:11]([CH3:13])[cH:12]1.[CH2:26]=[O:27].[CH3:28][c:29]1[cH:30][cH:31][cH:32][cH:33][cH:34]1>>[CH2:1]([CH3:2])[CH:3]([CH2:4][CH3:5])[O:6][c:7]1[c:8]2[c:9]([n:10][c:11]([CH3:13])[cH:12]1)[N:14]([c:15]1[c:16]([CH3:23])[cH:17][c:18]([CH3:22])[cH:19][c:20]1[CH3:21])[CH2:26][O:25][CH2:24]2. Reactants: CCC(CC)Oc1cc(C)nc(Nc2c(C)cc(C)cc2C)c1CO, C=O, Cc1ccccc1. Starting materials: C(C(C)C)C=1NC(N(C1)C1=C(C=CC=C1)C(F)(F)F)=O (4-isobutyl-1-(2-trifluoromethyl-phenyl)-1,3-dihydro-imidazol-2-one), IC (iodomethane). The product is C(C(C)C)C=1N(C(N(C1)C1=C(C=CC=C1)C(F)(F)F)=O)C (4-Isobutyl-3-methyl-1-(2-trifluoromethyl-phenyl)-1,3-dihydro-imidazol-2-one), oil. RXN SMILES: [CH2:1]([C:5]1[NH:6][C:7](=[O:20])[N:8]([C:10]2[CH:15]=[CH:14][CH:13]=[CH:12][C:11]=2[C:16]([F:19])([F:18])[F:17])[CH:9]=1)[CH:2]([CH3:4])[CH3:3].I[CH3:22]>>[CH2:1]([C:5]1[N:6]([CH3:22])[C:7](=[O:20])[N:8]([C:10]2[CH:15]=[CH:14][CH:13]=[CH:12][C:11]=2[C:16]([F:19])([F:17])[F:18])[CH:9]=1)[CH:2]([CH3:4])[CH3:3]. Reported procedure: This material was obtained in analogy to the procedure outlined in example 23 from 4-isobutyl-1-(2-trifluoromethyl-phenyl)-1,3-dihydro-imidazol-2-one (obtained in example 18, 200 mg) by alkylation with iodomethane (110 mg). 4-Isobutyl-3-methyl-1-(2-trifluoromethyl-phenyl)-1,3-dihydro-imidazol-2-one was obtained as a colorless oil (140 mg). MS (ESI): 299.2 (MH+).